From a dataset of the Open Reaction Database (ORD), a public repository of structured organic reaction records. describe an organic reaction: reactants, conditions, products, and yield As a reaction SMILES: [NH2:1][CH2:2][C:3]1([CH2:8][S:9][CH2:10][CH2:11][CH2:12][CH2:13][CH2:14][CH2:15][CH2:16][CH2:17][CH2:18][CH2:19][CH2:20][CH2:21][CH2:22][CH2:23][CH2:24][CH3:25])[CH2:7][CH2:6][CH2:5][O:4]1.[Cl:26][CH2:27][CH2:28][CH2:29][S:30](NCC(OC)CSCCCCCCCCCCCCCCCC)(=[O:32])=[O:31]>>[Cl:26][CH2:27][CH2:28][CH2:29][S:30]([NH:1][CH2:2][C:3]1([CH2:8][S:9][CH2:10][CH2:11][CH2:12][CH2:13][CH2:14][CH2:15][CH2:16][CH2:17][CH2:18][CH2:19][CH2:20][CH2:21][CH2:22][CH2:23][CH2:24][CH3:25])[CH2:7][CH2:6][CH2:5][O:4]1)(=[O:32])=[O:31]. Yields the product ClCCCS(=O)(=O)NCC1(OCCC1)CSCCCCCCCCCCCCCCCC (2-(3-chloropropylsulfonylaminomethyl)-2-hexadecylthiomethyltetrahydrofuran). Starting materials: NCC1(OCCC1)CSCCCCCCCCCCCCCCCC (2-Aminomethyl-2-hexadecylthiomethyltetrahydrofuran), ClCCCS(=O)(=O)NCC(CSCCCCCCCCCCCCCCCC)OC (3-(3-chloropropylsulfonylamino)-1-hexadecylthio-2-methoxypropane). Procedure: 2-Aminomethyl-2-hexadecylthiomethyltetrahydrofuran IVb1 is allowed to react and worked by the same procedure as described in (4). m.p. 44.5° to 45.5° C. The summary of the experimental condition and the physical data of the prodcut are listed in the Table 7. Reactants: Cl[Sn]Cl (SnCl2), ClC=1C=C(C=CC1F)C1=CC=C(O1)C(=C)N1CCCC1 (5-(3-chloro-4-fluorophenyl)-2-(1-pyrrolidinyl vinyl)furan), ClC=1C=C(C=CC1F)C1=CC=C(O1)C(C)=O (1-[5-(3-chloro-4-fluorophenyl)-2-furyl]ethan-1-one), N1CCCC1 (pyrrolidine), CC1=NC(=C(C(=N1)Cl)[N+](=O)[O-])Cl (2-methyl-4,6-dichloro-5-nitropyrimidine), C(C)(C)N(C(C)C)CC (N,N-diisopropylethylamine), N1CCCCC1 (piperidine), Cl[Sn]Cl (SnCl2). Reagents/catalysts: Cl[Ti](Cl)(Cl)Cl (TiCl4). Run in CN(C)C=O (DMF), CCN(CC)CC (NEt3). Reaction conditions: temperature 140 celsius, time 16 hour. The product is ClC=1C=C(C=CC1F)C1=CC=C(O1)C1=NC=2C(NC(=NC2)C2CC(NCC2)C)=C1 (5-(3-chloro-4-fluorophenyl)-2-[2-methyl-4-piperidylpyrrolo[4,5-d]pyrimidin-6-yl]furan). Isolated yield 26.0%. RXN SMILES: [Cl:1][C:2]1[CH:3]=[C:4]([C:9]2[O:13][C:12]([C:14]([N:16]3[CH2:20][CH2:19][CH2:18]C3)=C)=[CH:11][CH:10]=2)[CH:5]=[CH:6][C:7]=1[F:8].ClC1C=C(C2OC(C(=O)C)=CC=2)C=CC=1F.N1CCCC1.[CH3:42][C:43]1[N:48]=C(Cl)C([N+]([O-])=O)=[C:45](Cl)[N:44]=1.C([N:57]([CH2:61][CH3:62])[CH:58]([CH3:60])[CH3:59])(C)C.N1CCCCC1.Cl[Sn]Cl>CN(C=O)C.Cl[Ti](Cl)(Cl)Cl.CCN(CC)CC>[Cl:1][C:2]1[CH:3]=[C:4]([C:9]2[O:13][C:12]([C:14]3[CH:18]=[C:19]4[NH:48][C:43]([CH:42]5[CH2:62][CH2:61][NH:57][CH:58]([CH3:59])[CH2:60]5)=[N:44][CH:45]=[C:20]4[N:16]=3)=[CH:11][CH:10]=2)[CH:5]=[CH:6][C:7]=1[F:8]. Procedure details: Using the method described in Example 30 by employing 5-(3-chloro-4-fluorophenyl)-2-(1-pyrrolidinyl vinyl)furan (freshly prepared before use from 1-[5-(3-chloro-4-fluorophenyl)-2-furyl]ethan-1-one (Maybridge Chemical Company), pyrrolidine and TiCl4 (1.65 g, 5.67 mmol), 2-methyl-4,6-dichloro-5-nitropyrimidine (Example 76(b)) (1.20 g, 5.67 mmol), N,N-diisopropylethylamine (1.0 mL, 5.67 mmol), piperidine (0.9 mL, 9.1 mmol), NEt3 (1.0 mL) and SnCl2 (17 mL of a 2 M soln in DMF). In this example the S... The reactants are C(CCCCCCCC)(=O)Cl (nonanoyl chloride), aqueous solution, C([O-])([O-])=O.[K+].[K+] (potassium carbonate), Cl.CON (Methoxyamine hydrochloride). Solvent: C(C)OC(C)=O (ethylacetate), C(C)OC(C)=O (ethylacetate). Conditions: time 8 hour. Yields the product CONC(CCCCCCCC)=O (N-Methoxynonanamide). Reaction SMILES: C(=O)([O-])[O-].[K+].[K+].Cl.[CH3:8][O:9][NH2:10].[C:11](Cl)(=[O:20])[CH2:12][CH2:13][CH2:14][CH2:15][CH2:16][CH2:17][CH2:18][CH3:19]>C(OC(=O)C)C>[CH3:8][O:9][NH:10][C:11](=[O:20])[CH2:12][CH2:13][CH2:14][CH2:15][CH2:16][CH2:17][CH2:18][CH3:19] |f:0.1.2,3.4|. Reported procedure: A 100 mL three-neck round-bottom flask equipped with a mechanical stirrer, argon inlet and pressure equalizing addition funnel is charged with ethylacetate (40 mL) and 1 M aqueous solution of potassium carbonate (20 mL, 2 eq). The reaction mixture is cooled in a salt water/ice bath. Methoxyamine hydrochloride (5.06 g, 1 eq) is added to the reaction mixture followed by a dropwise addition of nonanoyl chloride (10.58 g, 1 eq). The reaction stirs at room temperature overnight. The reaction is dilut...